From a dataset of the Open Reaction Database (ORD), a public repository of structured organic reaction records. describe an organic reaction: reactants, conditions, products, and yield The reactants are O=C([O-])[O-], COc1ccc(CN2Cc3c(Cl)ccnc3NC2=O)cc1, [Cs+], [Cs+], CN(C)C=O, Oc1ccc(-c2cnc3ccccc3n2)cc1. Product: COc1ccc(CN2Cc3c(Oc4ccc(-c5cnc6ccccc6n5)cc4)ccnc3NC2=O)cc1. Reaction SMILES: [C:39](=[O:40])([O-:41])[O-:42].[Cl:1][c:2]1[cH:3][cH:4][n:5][c:6]2[c:11]1[CH2:10][N:9]([CH2:12][c:13]1[cH:14][cH:15][c:16]([O:19][CH3:20])[cH:17][cH:18]1)[C:8](=[O:21])[NH:7]2.[Cs+:43].[Cs+:44].[O:45]=[CH:46][N:47]([CH3:48])[CH3:49].[n:22]1[c:23](-[c:32]2[cH:33][cH:34][c:35]([OH:38])[cH:36][cH:37]2)[cH:24][n:25][c:26]2[cH:27][cH:28][cH:29][cH:30][c:31]12>>[c:2]1([O:38][c:35]2[cH:34][cH:33][c:32](-[c:23]3[n:22][c:31]4[c:26]([n:25][cH:24]3)[cH:27][cH:28][cH:29][cH:30]4)[cH:37][cH:36]2)[cH:3][cH:4][n:5][c:6]2[c:11]1[CH2:10][N:9]([CH2:12][c:13]1[cH:14][cH:15][c:16]([O:19][CH3:20])[cH:17][cH:18]1)[C:8](=[O:21])[NH:7]2. Reactants: C=CC#N, CO, Cc1cc(Nc2nc(Nc3cc(C)c(C4CCNCC4)cc3F)ncc2Cl)n[nH]1. Product: Cc1cc(Nc2nc(Nc3cc(C)c(C4CCN(CCC#N)CC4)cc3F)ncc2Cl)n[nH]1. RXN SMILES: [CH2:30]=[CH:31][C:32]#[N:33].[CH3:34][OH:35].[Cl:1][c:2]1[c:3]([NH:23][c:24]2[n:25][nH:26][c:27]([CH3:29])[cH:28]2)[n:4][c:5]([NH:8][c:9]2[c:10]([F:22])[cH:11][c:12]([CH:16]3[CH2:17][CH2:18][NH:19][CH2:20][CH2:21]3)[c:13]([CH3:15])[cH:14]2)[n:6][cH:7]1>>[Cl:1][c:2]1[c:3]([NH:23][c:24]2[n:25][nH:26][c:27]([CH3:29])[cH:28]2)[n:4][c:5]([NH:8][c:9]2[c:10]([F:22])[cH:11][c:12]([CH:16]3[CH2:17][CH2:18][N:19]([CH2:30][CH2:31][C:32]#[N:33])[CH2:20][CH2:21]3)[c:13]([CH3:15])[cH:14]2)[n:6][cH:7]1. Run at temperature 70 celsius. Isolated yield 52.7%. Reported procedure: To a stirred solution of 9-(benzyloxy)-6-((1-(4-chlorophenyl)cyclopentyl)methyl)-2-(1,1,1-trifluoropropan-2-yl)-3,4-dihydro-1H-pyrazino[1,2-c]pyrimidine-1,8(2H)-dione (44) (90.8 mg, 162 μmol, Eq: 1.00) in methanol (5 ml) was added HCl (conc) (240 mg, 0.2 ml, 6.58 mmol, Eq: 40.6) and the reaction mixture was heated at 70° C. for 18 hrs. The reaction mixture was neutralized with saturated aqueous NaHCO3 solution, extracted with dichloromethane, dried (MgSO4), concentrated, triturated with diethyl ... Reaction SMILES: C([O:8][C:9]1[C:14](=[O:15])[N:13]=[C:12]([CH2:16][C:17]2([C:22]3[CH:27]=[CH:26][C:25]([Cl:28])=[CH:24][CH:23]=3)[CH2:21][CH2:20][CH2:19][CH2:18]2)[N:11]2[CH2:29][CH2:30][N:31]([CH:34]([CH3:39])[C:35]([F:38])([F:37])[F:36])[C:32](=[O:33])[C:10]=12)C1C=CC=CC=1.Cl.C([O-])(O)=O.[Na+]>CO>[Cl:28][C:25]1[CH:26]=[CH:27][C:22]([C:17]2([CH2:16][C:12]3[N:11]4[CH2:29][CH2:30][N:31]([CH:34]([CH3:39])[C:35]([F:38])([F:37])[F:36])[C:32](=[O:33])[C:10]4=[C:9]([OH:8])[C:14](=[O:15])[N:13]=3)[CH2:18][CH2:19][CH2:20][CH2:21]2)=[CH:23][CH:24]=1 |f:2.3|. Yields the product ClC1=CC=C(C=C1)C1(CCCC1)CC1=NC(C(=C2N1CCN(C2=O)C(C(F)(F)F)C)O)=O (6-((1-(4-chlorophenyl)cyclopentyl)methyl)-9-hydroxy-2-(1,1,1-trifluoropropan-2-yl)-3,4-dihydro-1H-pyrazino[1,2-c]pyrimidine-1,8(2H)-dione). Reactants: C(C1=CC=CC=C1)OC1=C2N(C(=NC1=O)CC1(CCCC1)C1=CC=C(C=C1)Cl)CCN(C2=O)C(C(F)(F)F)C (9-(benzyloxy)-6-((1-(4-chlorophenyl)cyclopentyl)methyl)-2-(1,1,1-trifluoropropan-2-yl)-3,4-dihydro-1H-pyrazino[1,2-c]pyrimidine-1,8(2H)-dione), Cl (HCl), C(=O)(O)[O-].[Na+] (NaHCO3). The solvent is CO (methanol).